From a dataset of the Open Reaction Database (ORD), a public repository of structured organic reaction records. describe an organic reaction: reactants, conditions, products, and yield Reactants: COC(COC1=NC=C(C=C1)C(NC1=CC=C(C=C1)F)=O)=O ([5-(4-fluoro-phenylcarbamoyl)-pyridin-2-yloxy]-acetic acid methyl ester), C(CC1=CC=CC=C1)O (phenethyl alcohol), C(C)(=O)OCC (ethyl acetate). Reagents/catalysts: S(O)(O)(=O)=O (sulfuric acid). The solvent is C1(=CC=CC=C1)C (toluene). Yields the product C(CC1=CC=CC=C1)OC(COC1=NC=C(C=C1)C(NC1=CC=C(C=C1)F)=O)=O ([5-(4-Fluorophenylcarbamoyl)Pyridin-2-Yloxy]Acetic Acid Phenethyl Ester). Isolated yield 4.2%. RXN SMILES: [CH3:1][O:2][C:3](=[O:22])[CH2:4][O:5][C:6]1[CH:11]=[CH:10][C:9]([C:12](=[O:21])[NH:13][C:14]2[CH:19]=[CH:18][C:17]([F:20])=[CH:16][CH:15]=2)=[CH:8][N:7]=1.C(O)[CH2:24][C:25]1[CH:30]=[CH:29][CH:28]=[CH:27][CH:26]=1.C(OCC)(=O)C>S(=O)(=O)(O)O.C1(C)C=CC=CC=1>[CH2:1]([O:2][C:3](=[O:22])[CH2:4][O:5][C:6]1[CH:11]=[CH:10][C:9]([C:12](=[O:21])[NH:13][C:14]2[CH:19]=[CH:18][C:17]([F:20])=[CH:16][CH:15]=2)=[CH:8][N:7]=1)[CH2:24][C:25]1[CH:30]=[CH:29][CH:28]=[CH:27][CH:26]=1. Procedure: A solution of [5-(4-fluoro-phenylcarbamoyl)-pyridin-2-yloxy]-acetic acid methyl ester (0.020 g, 0.66 mmole), phenethyl alcohol (0.078 mL, 0.66 mmol) and sulfuric acid (1 drop) in toluene (3 mL) was heated at reflux. After 4 h the reaction mixture was poured into ethyl acetate and washed with saturated sodium bicarbonate and dried over sodium sulfate. Removal of the solvents provided a solid. Purification by trituration using ethyl acetate/hexanes gave 0.011 g (42%) of the titled product as a whi... The reactants are B, COC(C)(C)OC, Cc1ccccc1, Nc1cc(F)c(F)cc1[N+](=O)[O-], O=C(O)C(F)(F)F, c1ccncc1. Yields the product CC(C)Nc1cc(F)c(F)cc1[N+](=O)[O-]. RXN SMILES: [B:33].[CH3:13][O:14][C:15]([CH3:16])([CH3:17])[O:18][CH3:19].[CH3:34][c:35]1[cH:36][cH:37][cH:38][cH:39][cH:40]1.[F:1][c:2]1[cH:3][c:4]([N+:10](=[O:11])[O-:12])[c:5]([NH2:6])[cH:7][c:8]1[F:9].[OH:20][C:21]([C:22]([F:23])([F:24])[F:25])=[O:26].[n:27]1[cH:28][cH:29][cH:30][cH:31][cH:32]1>>[F:1][c:2]1[cH:3][c:4]([N+:10](=[O:11])[O-:12])[c:5]([NH:6][CH:15]([CH3:16])[CH3:17])[cH:7][c:8]1[F:9]. Reactants: CN1C2C(CC(C1C)(C(C2)C)C)C(=O)OCC (ethyl 2,3,4,8-tetramethyl-2-azabicyclo[2.2.2]octane-6-carboxylate), C(C)(C)[N-]C(C)C.[Li+] (LDA), [NH4+].[Cl-] (NH4Cl), CSSC (Methyl disulfide). The solvent is C1CCOC1 (THF). Run at time 2.5 hour. Product: CN1C2C(CC(C1C)(C(C2)C)C)(C(=O)OCC)SC (ethyl 2,3,4,8-tetramethyl-6-(methylthio)-2-azabicyclo[2.2.2]octane-6-carboxylate). The yield is 80.6%. As a reaction SMILES: [CH3:1][N:2]1[CH:7]([CH3:8])[C:6]2([CH3:12])[CH:9]([CH3:11])[CH2:10][CH:3]1[CH:4]([C:13]([O:15][CH2:16][CH3:17])=[O:14])[CH2:5]2.C([N-]C(C)C)(C)C.[Li+].[CH3:26][S:27]SC.[NH4+].[Cl-]>C1COCC1>[CH3:1][N:2]1[CH:7]([CH3:8])[C:6]2([CH3:12])[CH:9]([CH3:11])[CH2:10][CH:3]1[C:4]([S:27][CH3:26])([C:13]([O:15][CH2:16][CH3:17])=[O:14])[CH2:5]2 |f:1.2,4.5|. Reported procedure: A solution of diisopropylamine (6.8 mL, 48 mmol) in THF (100 mL) was cooled to -70° C. and n-BuLi (17.6 mL, 44 mmol, 2.5M hexane) was added to afford lithium diisopropylamide (LDA). A solution of ethyl 2,3,4,8-tetramethyl-2-azabicyclo[2.2.2]octane-6-carboxylate (9.6 g, 40 mmol) in THF (50 mL) was then added dropwise to the solution of LDA and the mixture was stirred for 2.5 hours. Methyl disulfide (4.3 mL, 48 mmol) was then added to the reaction mixture and the mixture was slowly warmed to room ... Conditions: time 72 hour. The product is C(N)(=O)C1=C(C(=CC=C1)C)NC(=O)C=1N(N=C(C1)Br)C1=NC=CC=C1Cl (5-bromo-2-(3-chloro-pyridin-2-yl)-2H-pyrazole-3-carboxylic acid (2-carbamoyl-6-methyl-phenyl)-amide). Run in O (water). RXN SMILES: [Br:1][C:2]1[CH:3]=[C:4]([C:14]2[O:15][C:16](=[O:25])[C:17]3[CH:23]=[CH:22][CH:21]=[C:20]([CH3:24])[C:18]=3[N:19]=2)[N:5]([C:7]2[C:12]([Cl:13])=[CH:11][CH:10]=[CH:9][N:8]=2)[N:6]=1.[NH3:26]>O>[C:16]([C:17]1[CH:23]=[CH:22][CH:21]=[C:20]([CH3:24])[C:18]=1[NH:19][C:14]([C:4]1[N:5]([C:7]2[C:12]([Cl:13])=[CH:11][CH:10]=[CH:9][N:8]=2)[N:6]=[C:2]([Br:1])[CH:3]=1)=[O:15])(=[O:25])[NH2:26]. Procedure details: 1.00 g 2-[5-Bromo-2-(3-chloro-pyridin-2-yl)-2H-pyrazol-3-yl]-8-methyl-benzo[d][1,3]oxazin-4-one was taken up in 10 ml of a 25% ammonia solution in water and stirred for 72 h. The solids were filtered and washed with cold water to yield 0.80 g of the amide. The reactants are BrC=1C=C(N(N1)C1=NC=CC=C1Cl)C=1OC(C2=C(N1)C(=CC=C2)C)=O (2-[5-Bromo-2-(3-chloro-pyridin-2-yl)-2H-pyrazol-3-yl]-8-methyl-benzo[d][1,3]oxazin-4-one), N (ammonia). Reactants: Clc1nc(Cl)nc(Cl)n1, [NH4+], [OH-], O. Product: Nc1nc(Cl)nc(Cl)n1. Reaction SMILES: [Cl:1][c:2]1[n:3][c:4]([Cl:5])[n:6][c:7]([Cl:8])[n:9]1.[NH4+:11].[OH-:10].[OH2:12]>>[c:2]1([NH2:11])[n:3][c:4]([Cl:5])[n:6][c:7]([Cl:8])[n:9]1. The reactants are FC(C(=O)O)(F)F (trifluoracetic acid), FC1=CC=C(C=C1)[C@@H]1N(CC[C@H](C1)O)C(=O)OC(C)(C)C ((±)-(2R,4R)-tert-butyl 2-(4-fluorophenyl)-4-hydroxypiperidine-1-carboxylate), FC(C(=O)O)(F)F.ClCCl (trifluoroacetic acid dichloromethane). Run in ClCCl (dichloromethane). Conditions: temperature 25 celsius, time 30 minute. Product: FC1=CC=C(C=C1)[C@@H]1NCC[C@H](C1)O ((±)-(2R,4R)-2-(4-fluorophenyl)piperidin-4-ol). Isolated yield 158.2%. RXN SMILES: [F:1][C:2]1[CH:7]=[CH:6][C:5]([C@H:8]2[CH2:13][C@H:12]([OH:14])[CH2:11][CH2:10][N:9]2C(OC(C)(C)C)=O)=[CH:4][CH:3]=1.FC(F)(F)C(O)=O.ClCCl.FC(F)(F)C(O)=O>ClCCl>[F:1][C:2]1[CH:7]=[CH:6][C:5]([C@H:8]2[CH2:13][C@H:12]([OH:14])[CH2:11][CH2:10][NH:9]2)=[CH:4][CH:3]=1 |f:1.2|. Reported procedure: To (±)-(2R,4R)-tert-butyl 2-(4-fluorophenyl)-4-hydroxypiperidine-1-carboxylate (0.10 g, 0.34 mmol) in dichloromethane (10 mL) added trifluoroacetic acid: dichloromethane 1:4 (5 mL) and the mixture was stirred at 25° C. for 30 minutes. The solution was concentrated and dried to give title compound (±)-(2R,4R)-2-(4-fluorophenyl)piperidin-4-ol (105 mg, 99% yield) as the trifluoracetic acid salt. 1H NMR (400 MHz, d6-DMSO): 7.56 (m, 2H), 7.31 (m, 2H), 4.53 (t, 1H), 4.12 (br s, 1H), 3.32 (q, 1H), 3.20... The reactants are [N+](=O)([O-])C=1C=C(C(=CC1C)C)NC(CCCl)=O (N-(3-nitro-4,6-dimethylphenyl)-β-chloropropionamide), [H-].[Na+] (sodium hydride), O (water). The solvent is O1CCCC1 (tetrahydrofurane), CS(=O)C (dimethylsulphoxide). The product is [N+](=O)([O-])C=1C=C(C(=CC1C)C)N1C(CC1)=O (1-(3'-Nitro-4',6'-dimethylphenyl)-azetidin-2-one). As a reaction SMILES: [H-].[Na+].[N+:3]([C:6]1[CH:7]=[C:8]([NH:14][C:15](=[O:19])[CH2:16][CH2:17]Cl)[C:9]([CH3:13])=[CH:10][C:11]=1[CH3:12])([O-:5])=[O:4].O>CS(C)=O.O1CCCC1>[N+:3]([C:6]1[CH:7]=[C:8]([N:14]2[CH2:17][CH2:16][C:15]2=[O:19])[C:9]([CH3:13])=[CH:10][C:11]=1[CH3:12])([O-:5])=[O:4] |f:0.1|. Procedure details: 5 g of sodium hydride (in the form of a 55% strength dispersion in oil) are stirred in 100 ml of dimethylsulphoxide until no further evolution of gas can be detected. 21.5 g (0.084 mol) of N-(3-nitro-4,6-dimethylphenyl)-β-chloropropionamide, suspended in 500 ml of tetrahydrofurane, are then added in the course of 5-10 minutes. The reaction temperature is kept at 15° for 1/2 an hour and water is then added dropwise in order to destroy excess sodium hydride. The reaction solution is taken up in me...